From a dataset of the Open Reaction Database (ORD), a public repository of structured organic reaction records. describe an organic reaction: reactants, conditions, products, and yield Reactants: 1148b, CSC1=NN2C(C=N1)=CC=C2C=2C=C(C=CC2)CCC#N (3-[3-(2-Methylsulfanyl-pyrrolo[2,1-f][1,2,4]triazin-7-yl)-phenyl]-propionitrile), ClC1=CC(=CC=C1)C(=O)OO (m-Chloroperbenzoic acid). Run in C(Cl)Cl (Methylene chloride). Run at time 1 hour. Yields the product CS(=O)C1=NN2C(C=N1)=CC=C2C=2C=C(C=CC2)CCC#N (3-[3-(2-Methanesulfinyl-pyrrolo[2,1-f][1,2,4]triazin-7-yl)-phenyl]-propionitrile). Yield: 98.0%. As a reaction SMILES: [CH3:1][S:2][C:3]1[N:8]=[CH:7][C:6]2=[CH:9][CH:10]=[C:11]([C:12]3[CH:13]=[C:14]([CH2:18][CH2:19][C:20]#[N:21])[CH:15]=[CH:16][CH:17]=3)[N:5]2[N:4]=1.ClC1C=CC=C(C(OO)=[O:30])C=1>C(Cl)Cl>[CH3:1][S:2]([C:3]1[N:8]=[CH:7][C:6]2=[CH:9][CH:10]=[C:11]([C:12]3[CH:13]=[C:14]([CH2:18][CH2:19][C:20]#[N:21])[CH:15]=[CH:16][CH:17]=3)[N:5]2[N:4]=1)=[O:30]. Reported procedure: 1148b Into a round bottom flask, 3-[3-(2-Methylsulfanyl-pyrrolo[2,1-f][1,2,4]triazin-7-yl)-phenyl]-propionitrile and Methylene chloride (50 mL) were added. m-Chloroperbenzoic acid (0.366 g, 0.00212 mol) was added portion wise over 20 minutes. The reaction was stirred at room temperature for one hour. The reaction was partitioned with DCM (200 mL) and saturated NaHCO3 (200 mL). The organic was separated, washed with Brine and dried over Na2SO4. The solid was filtered and washed with DCM. The solv... Reactants: FC=1C=C(C=CC1OC1=CC=NC2=CC(=CC=C12)OC)NC(=O)C=1C(N(N(C1C)C[C@@H](C)OC([C@H](C)N)=O)C1=CC=CC=C1)=O ((S)—((R)-1-(4-(3-fluoro-4-(7-methoxyquinolin-4-yloxy)phenyl carbamoyl)-5-methyl-3-oxo-2-phenyl-2,3-dihydropyrazol-1-yl)propan-2-yl)2-aminopropanoate), CO (MeOH), C1(=CC=C(C=C1)S(=O)(=O)O)C (p-toluene sulfonic acid). The solvent is CCOC(=O)C (EtOAc). Run at time 40 minute. Yields the product CC1=CC=C(C=C1)S(=O)(=O)O.FC=1C=C(C=CC1OC1=CC=NC2=CC(=CC=C12)OC)NC(=O)C=1C(N(N(C1C)C[C@@H](C)OC([C@H](C)N)=O)C1=CC=CC=C1)=O ((S)—((R)-1-(4-(3-fluoro-4-(7-methoxyquinolin-4-yloxy)phenylcarbamoyl)-5-methyl-3-oxo-2-phenyl-2,3-dihydropyrazol-1-yl)propan-2-yl)2-aminopropanoate 4-methylbenzenesulfonate). The yield is 75.8%. RXN SMILES: [F:1][C:2]1[CH:3]=[C:4]([NH:21][C:22]([C:24]2[C:25](=[O:45])[N:26]([C:39]3[CH:44]=[CH:43][CH:42]=[CH:41][CH:40]=3)[N:27]([CH2:30][C@H:31]([O:33][C:34](=[O:38])[C@@H:35]([NH2:37])[CH3:36])[CH3:32])[C:28]=2[CH3:29])=[O:23])[CH:5]=[CH:6][C:7]=1[O:8][C:9]1[C:18]2[C:13](=[CH:14][C:15]([O:19][CH3:20])=[CH:16][CH:17]=2)[N:12]=[CH:11][CH:10]=1.CO.[C:48]1([CH3:58])[CH:53]=[CH:52][C:51]([S:54]([OH:57])(=[O:56])=[O:55])=[CH:50][CH:49]=1>CCOC(C)=O>[CH3:58][C:48]1[CH:49]=[CH:50][C:51]([S:54]([OH:57])(=[O:56])=[O:55])=[CH:52][CH:53]=1.[F:1][C:2]1[CH:3]=[C:4]([NH:21][C:22]([C:24]2[C:25](=[O:45])[N:26]([C:39]3[CH:40]=[CH:41][CH:42]=[CH:43][CH:44]=3)[N:27]([CH2:30][C@H:31]([O:33][C:34](=[O:38])[C@@H:35]([NH2:37])[CH3:36])[CH3:32])[C:28]=2[CH3:29])=[O:23])[CH:5]=[CH:6][C:7]=1[O:8][C:9]1[C:18]2[C:13](=[CH:14][C:15]([O:19][CH3:20])=[CH:16][CH:17]=2)[N:12]=[CH:11][CH:10]=1 |f:4.5|. Reported procedure: To a solution of (S)—((R)-1-(4-(3-fluoro-4-(7-methoxyquinolin-4-yloxy)phenyl carbamoyl)-5-methyl-3-oxo-2-phenyl-2,3-dihydropyrazol-1-yl)propan-2-yl)2-aminopropanoate (61.3 mg, 0.1 mmol) in EtOAc (15 mL)/MeOH (10 mL) was added p-toluene sulfonic acid (38 mg, 0.2 mmol, Shanghai chemical reagent factory). After stirring for 40 min, the mixture was concentrated in vacuo, and the resulted oil was washed with a mixture of MeOH (2 mL)/EtOAc (10 mL) followed by EtOAc (5 mL×3) to give the title compound ...